From a dataset of the Open Reaction Database (ORD), a public repository of structured organic reaction records. describe an organic reaction: reactants, conditions, products, and yield The reactants are FC1=CC=C(C=O)C=C1 (p-fluorobenzaldehyde), COC=1C=C(C=CC1)O (3-methoxyphenol), C([O-])([O-])=O.[Cs+].[Cs+] (cesium carbonate). Run in CN(C=O)C (dimethylformamide). Reaction conditions: temperature 90 celsius. Yields the product COC=1C=C(OC2=CC=C(C=O)C=C2)C=CC1 (4-(3-methoxyphenoxy)benzaldehyde). Isolated yield 100.0%. RXN SMILES: F[C:2]1[CH:9]=[CH:8][C:5]([CH:6]=[O:7])=[CH:4][CH:3]=1.[CH3:10][O:11][C:12]1[CH:13]=[C:14]([OH:18])[CH:15]=[CH:16][CH:17]=1.C(=O)([O-])[O-].[Cs+].[Cs+]>CN(C)C=O>[CH3:10][O:11][C:12]1[CH:13]=[C:14]([CH:15]=[CH:16][CH:17]=1)[O:18][C:2]1[CH:9]=[CH:8][C:5]([CH:6]=[O:7])=[CH:4][CH:3]=1 |f:2.3.4|. Procedure: To a solution of p-fluorobenzaldehyde (1.6 mmol, 0.2 g) in dimethylformamide (8 mLs) was added 3-methoxyphenol (3.52 mmol, 0.437 g) and cesium carbonate (3.52 mmol, 1.15 g). The reaction was heated to 90° C. for 3 hours at which time it was cooled to room temperature and filtered through a fritted funnel. The reaction mixture was diluted with 125 mL of ethyl acetate and extracted with eight 15 mL portions of water and one 10 mL portion of brine. The organic layer was dried with magnesium sulfate...